Dataset: the Open Reaction Database (ORD), a public repository of structured organic reaction records. Task: describe an organic reaction: reactants, conditions, products, and yield Starting materials: [Li]CCCC, CN(C)C=O, CCCCCC, CCOCC, Cl, c1ccc2sccc2c1. Yields the product O=Cc1cc2ccccc2s1. RXN SMILES: [CH2:1]([Li:2])[CH2:3][CH2:4][CH3:5].[CH3:15][N:16]([CH:17]=[O:18])[CH3:19].[CH3:21][CH2:22][CH2:23][CH2:24][CH2:25][CH3:26].[CH3:27][CH2:28][O:29][CH2:30][CH3:31].[ClH:20].[cH:6]1[cH:7][cH:8][c:9]2[s:10][cH:11][cH:12][c:13]2[cH:14]1>>[cH:6]1[cH:7][cH:8][c:9]2[s:10][c:11]([CH:17]=[O:18])[cH:12][c:13]2[cH:14]1. The product is NC1=CC2=C(OC3(CC3)C2=O)C(=C1)N (5,7-diaminospiro[benzo[b]furan-2(3H),1'-cyclopropane]3-one). Procedure details: 250 mg. of 5,7-Dinitrospiro[benzo[b]furan-2(3H), 1'-cyclopropane]-3-one, 50 mg. of platinum dioxide and 20 ml. of ethanol were stirred in a stream of hydrogen for 1.25 hour under atmospheric pressure. To the reaction mixture was added oxalic acid, and the catalyst was removed by filtration. The filtrate was concentrated under reduced pressure until its volume became above 3 ml. Ether was added to the concentrate, and the resulting powder was collected by filtration. The powder was dissolved in e... The reactants are [N+](=O)([O-])C1=CC2=C(OC3(CC3)C2=O)C(=C1)[N+](=O)[O-] (5,7-Dinitrospiro[benzo[b]furan-2(3H), 1'-cyclopropane]-3-one), C(C(=O)O)(=O)O (oxalic acid), [H][H] (hydrogen). The reagents and catalysts are [Pt](=O)=O (platinum dioxide). The solvent is C(C)O (ethanol). Reaction SMILES: [N+:1]([C:4]1[CH:15]=[C:14]([N+:16]([O-])=O)[C:7]2[O:8][C:9]3([C:12](=[O:13])[C:6]=2[CH:5]=1)[CH2:11][CH2:10]3)([O-])=O.[H][H].C(O)(=O)C(O)=O>[Pt](=O)=O.C(O)C>[NH2:1][C:4]1[CH:15]=[C:14]([NH2:16])[C:7]2[O:8][C:9]3([C:12](=[O:13])[C:6]=2[CH:5]=1)[CH2:11][CH2:10]3. The reactants are N1C=NC=C1 (imidazole), ClC1=C(SC=2N=CN=C(C21)NCCC2=CC1=C(C=C2)OCO1)C (5-chloro-6-methyl-4-(3,4-methylenedioxyphenethylamino)-thieno-[2,3-d]-pyrimidine). The product is N1(C=NC=C1)C=1N=C(C2=C(N1)SC(=C2)C)NCCC2=CC1=C(C=C2)OCO1 (2-(imidazol-1-yl)-6-methyl-4-(3,4-methylenedioxyphenethylamino)-thieno-[2,3-d]-pyrimidine). As a reaction SMILES: [NH:1]1[CH:5]=[CH:4][N:3]=[CH:2]1.Cl[C:7]1[C:15]2[C:14]([NH:16][CH2:17][CH2:18][C:19]3[CH:24]=[CH:23][C:22]4[O:25][CH2:26][O:27][C:21]=4[CH:20]=3)=[N:13][CH:12]=[N:11][C:10]=2[S:9][C:8]=1[CH3:28]>>[N:1]1([C:12]2[N:13]=[C:14]([NH:16][CH2:17][CH2:18][C:19]3[CH:24]=[CH:23][C:22]4[O:25][CH2:26][O:27][C:21]=4[CH:20]=3)[C:15]3[CH:7]=[C:8]([CH3:28])[S:9][C:10]=3[N:11]=2)[CH:5]=[CH:4][N:3]=[CH:2]1. Procedure: Following the procedure of Example 97, the reaction of imidazole with 5-chloro-6-methyl-4-(3,4-methylenedioxyphenethylamino)-thieno-[2,3-d]-pyrimidine gives 2-(imidazol-1-yl)-6-methyl-4-(3,4-methylenedioxyphenethylamino)-thieno-[2,3-d]-pyrimidine. Reactants: ClC1=NC=NC2=CC(=C(C=C12)[N+](=O)[O-])F (4-Chloro-7-fluoro-6-nitroquinazoline), NC1=C(C(=O)O)C=CC(=C1)F (2-amino-4-fluoro-benzoic acid), C(=N)N (formamidine), C(C)(=O)O (acetic acid). Run in COCCO (2-methoxyethanol). Product: FC1=CC=C2C(NC=NC2=C1)=O (7-Fluoro-3H-quinazolin-4-one). As a reaction SMILES: Cl[C:2]1[C:11]2[C:6](=[CH:7][C:8]([F:15])=[C:9]([N+]([O-])=O)[CH:10]=2)[N:5]=[CH:4][N:3]=1.NC1C=C(F)C=CC=1C(O)=[O:20].C(N)=N.C(O)(=O)C>COCCO>[F:15][C:8]1[CH:7]=[C:6]2[C:11]([C:2](=[O:20])[NH:3][CH:4]=[N:5]2)=[CH:10][CH:9]=1. Procedure details: 4-Chloro-7-fluoro-6-nitroquinazoline (7) can be prepared by methods similar to those described in J. Med. Chem. 1996, 39, 918-928. Generally, 2-amino-4-fluoro-benzoic acid (1) can be reacted with formamidine (2) and acetic acid (3) in the presence of 2-methoxyethanol to provide 7-Fluoro-3H-quinazolin-4-one (4). The 7-fluoro-3H-quinazolin-4-one (4) can then be nitrated to 7-fluoro-6-nitro-3H-quinazolin-4-one (5), which can be treated with thionyl chloride to yield 4-chloro-6-nitro-7-fluoro-3H-qui... Starting materials: [Br-], CC[Mg+], COC(C)(C)C, O=Cc1sc(-c2ccc(C(F)(F)F)cc2)nc1CN1CCC(C(F)(F)F)CC1, [K+], C1CCOC1, O=P([O-])(O)O. Yields the product CCC(O)c1sc(-c2ccc(C(F)(F)F)cc2)nc1CN1CCC(C(F)(F)F)CC1. RXN SMILES: [Br-:29].[CH2:30]([CH3:31])[Mg+:32].[CH3:44][O:45][C:46]([CH3:47])([CH3:48])[CH3:49].[F:1][C:2]([c:3]1[cH:4][cH:5][c:6](-[c:9]2[s:10][c:11]([CH:25]=[O:26])[c:12]([CH2:14][N:15]3[CH2:16][CH2:17][CH:18]([C:21]([F:22])([F:23])[F:24])[CH2:19][CH2:20]3)[n:13]2)[cH:7][cH:8]1)([F:27])[F:28].[K+:38].[O:39]1[CH2:40][CH2:41][CH2:42][CH2:43]1.[P:33]([O-:34])([OH:35])([OH:36])=[O:37]>>[F:1][C:2]([c:3]1[cH:4][cH:5][c:6](-[c:9]2[s:10][c:11]([CH:25]([OH:26])[CH2:30][CH3:31])[c:12]([CH2:14][N:15]3[CH2:16][CH2:17][CH:18]([C:21]([F:22])([F:23])[F:24])[CH2:19][CH2:20]3)[n:13]2)[cH:7][cH:8]1)([F:27])[F:28]. Starting materials: C1C2N(CCN1)CCCC2 (octahydro-2H-pyrido[1,2-a]pyrazine), C(C=C)#N (acrylonitrile). Run in C(C)#N (acetonitrile). Product: C1C2N(CCN1CC#N)CCCC2 (2-(Octahydro-2H-pyrido[1,2-a]pyrazin-2-yl)acetonitrile). Reaction SMILES: [CH2:1]1[NH:6][CH2:5][CH2:4][N:3]2[CH2:7][CH2:8][CH2:9][CH2:10][CH:2]12.[C:11](#[N:14])[CH:12]=C>C(#N)C>[CH2:1]1[N:6]([CH2:12][C:11]#[N:14])[CH2:5][CH2:4][N:3]2[CH2:7][CH2:8][CH2:9][CH2:10][CH:2]12. Procedure details: 8 g of octahydro-2H-pyrido[1,2-a]pyrazine and 12 ml of acrylonitrile are refluxed for 48 hours in 150 ml of acetonitrile. The solvent is then removed in vacuo to yield 11 g of a pale yellow oil. Starting materials: Cc1nc(C(F)(F)F)ccc1C=CC(=O)O, Nc1ccc2ncsc2c1. Yields the product Cc1nc(C(F)(F)F)ccc1C=CC(=O)Nc1ccc2ncsc2c1. RXN SMILES: [CH3:1][c:2]1[n:3][c:4]([C:13]([F:14])([F:15])[F:16])[cH:5][cH:6][c:7]1[CH:8]=[CH:9][C:10](=[O:11])[OH:12].[NH2:17][c:18]1[cH:19][c:20]2[c:21]([n:22][cH:23][s:24]2)[cH:25][cH:26]1>>[CH3:1][c:2]1[n:3][c:4]([C:13]([F:14])([F:15])[F:16])[cH:5][cH:6][c:7]1[CH:8]=[CH:9][C:10](=[O:12])[NH:17][c:18]1[cH:19][c:20]2[c:21]([n:22][cH:23][s:24]2)[cH:25][cH:26]1. The reactants are [N+](=O)([O-])C1=C(C=CC(=C1)CCCCCC)O (2-nitro-4-hexylphenol), FeCl3.6H2O, O.NN (hydrazine hydrate). Run in C(C)O (ethanol). Run at temperature 70 celsius. Yields the product NC1=C(C=CC(=C1)CCCCCC)O (2-amino-4-hexylphenol). Yield: 81.9%. Reaction SMILES: [N+:1]([C:4]1[CH:9]=[C:8]([CH2:10][CH2:11][CH2:12][CH2:13][CH2:14][CH3:15])[CH:7]=[CH:6][C:5]=1[OH:16])([O-])=O.O.NN>C(O)C>[NH2:1][C:4]1[CH:9]=[C:8]([CH2:10][CH2:11][CH2:12][CH2:13][CH2:14][CH3:15])[CH:7]=[CH:6][C:5]=1[OH:16] |f:1.2|. Reported procedure: In a 50 ml-three-necked flask, 1.10 g (4.93 mM) of 2-nitro-4-hexylphenol, 0.30 g of activated carbon, 0.02 g of FeCl3.6H2O and 5 ml of ethanol were placed and heated to 55°-70° C. under stirring. To the mixture, 1.5 ml of 80% hydrazine hydrate was gradually added dropwise and heated to 70° C., followed by stirring for 30 min at 70°-75° C. After the reaction, the reaction mixture was filtered under heating to remove the activated carbon and the filtrate was poured into water to precipitate a crys... The reactants are BrB(Br)Br, COc1ccccc1-c1cccc2[nH]c3c(c12)CCN(C(=O)c1ccccc1)CC3, ClCCl. Yields the product O=C(c1ccccc1)N1CCc2[nH]c3cccc(-c4ccccc4O)c3c2CC1. As a reaction SMILES: [B:31]([Br:32])([Br:33])[Br:34].[C:1]([c:2]1[cH:3][cH:4][cH:5][cH:6][cH:7]1)(=[O:8])[N:9]1[CH2:10][CH2:11][c:12]2[nH:13][c:14]3[cH:15][cH:16][cH:17][c:18](-[c:23]4[c:24]([O:29][CH3:30])[cH:25][cH:26][cH:27][cH:28]4)[c:19]3[c:20]2[CH2:21][CH2:22]1.[Cl:35][CH2:36][Cl:37]>>[C:1]([c:2]1[cH:3][cH:4][cH:5][cH:6][cH:7]1)(=[O:8])[N:9]1[CH2:10][CH2:11][c:12]2[nH:13][c:14]3[cH:15][cH:16][cH:17][c:18](-[c:23]4[c:24]([OH:29])[cH:25][cH:26][cH:27][cH:28]4)[c:19]3[c:20]2[CH2:21][CH2:22]1.